From a dataset of the Open Reaction Database (ORD), a public repository of structured organic reaction records. describe an organic reaction: reactants, conditions, products, and yield The reactants are NC1=CNC2=NC=C(C(=C21)N2C[C@@H](CCC2)NC(OC(C)(C)C)=O)Br ((R)-tert-Butyl 1-(3-amino-5-bromo-1H-pyrrolo[2,3-b]pyridin-4-yl)piperidin-3-ylcarbamate), N(=C=O)CC (Isocyanatoethane), CN1CCCC1=O (NMP), N1=CC=CC=C1 (pyridine). The solvent is O (water), C(C)#N (ACN). Run at time 30 minute. The product is BrC=1C(=C2C(=NC1)NC=C2NC(=O)NCC)N2C[C@@H](CCC2)NC(OC(C)(C)C)=O ((R)-tert-butyl 1-(5-bromo-3-(3-ethylureido)-1H-pyrrolo[2,3-b]pyridin-4-yl)piperidin-3-ylcarbamate). Yield: 74.0%. Reaction SMILES: [NH2:1][C:2]1[C:10]2[C:5](=[N:6][CH:7]=[C:8]([Br:25])[C:9]=2[N:11]2[CH2:16][CH2:15][CH2:14][C@@H:13]([NH:17][C:18](=[O:24])[O:19][C:20]([CH3:23])([CH3:22])[CH3:21])[CH2:12]2)[NH:4][CH:3]=1.C[N:27]1[C:31](=[O:32])C[CH2:29][CH2:28]1.N1C=CC=CC=1.N(CC)=C=O>O.C(#N)C>[Br:25][C:8]1[C:9]([N:11]2[CH2:16][CH2:15][CH2:14][C@@H:13]([NH:17][C:18](=[O:24])[O:19][C:20]([CH3:21])([CH3:22])[CH3:23])[CH2:12]2)=[C:10]2[C:2]([NH:1][C:31]([NH:27][CH2:28][CH3:29])=[O:32])=[CH:3][NH:4][C:5]2=[N:6][CH:7]=1. Procedure details: (R)-tert-Butyl 1-(3-amino-5-bromo-1H-pyrrolo[2,3-b]pyridin-4-yl)piperidin-3-ylcarbamate (0.150 g, 0.366 mmol; Example 98, Step A) was placed in 1:1 NMP:pyridine (2 mL total volume). Isocyanatoethane (0.146 mL, 1.83 mmol) was then added, and the reaction was stirred at room temperature for 30 minutes and then concentrated. The residue was purified by reverse phase chromatography (Biotage SP4, C-18 12M+, 5:95 ACN in water) to give (R)-tert-butyl 1-(5-bromo-3-(3-ethylureido)-1H-pyrrolo[2,3-b]pyridi... The reactants are O=C([O-])[O-], Cc1ccccc1O, CN(C)C=O, C=C(C)CCl, [K+], [K+], O. The product is C=C(C)COc1ccccc1C. RXN SMILES: [C:14](=[O:15])([O-:16])[O-:17].[CH3:1][c:2]1[cH:3][cH:4][cH:5][cH:6][c:7]1[OH:8].[CH3:21][N:22]([CH3:23])[CH:24]=[O:25].[Cl:9][CH2:10][C:11](=[CH2:12])[CH3:13].[K+:18].[K+:19].[OH2:20]>>[CH3:1][c:2]1[cH:3][cH:4][cH:5][cH:6][c:7]1[O:8][CH2:12][C:11](=[CH2:10])[CH3:13]. The reactants are FC(C(=O)O)(F)F.NC(C(=O)OC[C@H](NC(C(F)(F)F)=O)C(=O)O)CC(F)(F)F (O-(2-amino-4,4,4-trifluoro-1 -oxobutyl)-N-trifluoroacetyl-L-serine trifluoroacetate), N(=O)[O-].[Na+] (sodium nitrite). The solvent is O (water). Conditions: time 30 minute. Yields the product [N+](=[N-])=C(C(=O)OC[C@H](N)C(=O)O)CC(F)(F)F (O-(2-diazo-4,4,4-trifluoro-1-oxobutyl)-L-serine). The yield is 10.0%. As a reaction SMILES: FC(F)(F)C(O)=O.[NH2:8][CH:9]([CH2:25][C:26]([F:29])([F:28])[F:27])[C:10]([O:12][CH2:13][C@@H:14]([C:22]([OH:24])=[O:23])[NH:15]C(=O)C(F)(F)F)=[O:11].[N:30]([O-])=O.[Na+]>O>[N+:8](=[C:9]([CH2:25][C:26]([F:29])([F:28])[F:27])[C:10]([O:12][CH2:13][C@@H:14]([C:22]([OH:24])=[O:23])[NH2:15])=[O:11])=[N-:30] |f:0.1,2.3|. Procedure details: To a solution of O-(2-amino-4,4,4-trifluoro-1 -oxobutyl)-N-trifluoroacetyl-L-serine trifluoroacetate (500 mg) in water (5 ml) was added sodium nitrite (146 mg) at room temperature. After stirring for 30 minutes at room temperature, the reaction mixture was neutrized with 2M tris buffer solution to pH 7.0 to 7.3 and Acylase I (acylase, Sigma A-7264, made by Sigma Chemicals) (70 mg) was added. After stirring for 6 hours at room temperature, the mixture was chromatographed on SP (trade mark, made b... Reactants: CC(=O)OC(C)=O, CN(C)c1ccncc1, CC1CC(NC=O)=NN1c1ccc(Cl)cc1. Product: CC(=O)NC1=NN(c2ccc(Cl)cc2)C(C)C1. RXN SMILES: [CH3:17][C:18]([O:19][C:20](=[O:21])[CH3:22])=[O:23].[CH3:24][N:25]([CH3:26])[c:27]1[cH:28][cH:29][n:30][cH:31][cH:32]1.[Cl:1][c:2]1[cH:3][cH:4][c:5]([N:8]2[N:9]=[C:10]([NH:14][CH:15]=[O:16])[CH2:11][CH:12]2[CH3:13])[cH:6][cH:7]1>>[Cl:1][c:2]1[cH:3][cH:4][c:5]([N:8]2[N:9]=[C:10]([NH:14][C:15](=[O:16])[CH3:17])[CH2:11][CH:12]2[CH3:13])[cH:6][cH:7]1. Reactants: BrCC=1N=C(OC1C(=O)OCC)C1=CC=C(C=C1)OCCCCl (ethyl 4-(bromomethyl)-2-[4-(3-chloropropoxy)phenyl]-1,3-oxazole-5-carboxylate), C(C)OCC (Diethyl ether), N1CCCCC1 (piperidine), C([O-])([O-])=O.[K+].[K+] (potassium carbonate). Run in C(C)#N (acetonitrile), C(C)#N (acetonitrile). Run at time 8 hour. Product: ClCCCOC1=CC=C(C=C1)C=1OC(=C(N1)CN1CCCCC1)C(=O)OCC (ethyl 2-[4-(3-chloropropoxy)phenyl]-4-(piperidin-1-ylmethyl)-1,3-oxazole-5-carboxylate). Yield: 69.0%. Reaction SMILES: [NH:1]1[CH2:6][CH2:5][CH2:4][CH2:3][CH2:2]1.C(=O)([O-])[O-].[K+].[K+].Br[CH2:14][C:15]1[N:16]=[C:17]([C:25]2[CH:30]=[CH:29][C:28]([O:31][CH2:32][CH2:33][CH2:34][Cl:35])=[CH:27][CH:26]=2)[O:18][C:19]=1[C:20]([O:22][CH2:23][CH3:24])=[O:21].C(OCC)C>C(#N)C>[Cl:35][CH2:34][CH2:33][CH2:32][O:31][C:28]1[CH:29]=[CH:30][C:25]([C:17]2[O:18][C:19]([C:20]([O:22][CH2:23][CH3:24])=[O:21])=[C:15]([CH2:14][N:1]3[CH2:6][CH2:5][CH2:4][CH2:3][CH2:2]3)[N:16]=2)=[CH:26][CH:27]=1 |f:1.2.3|. Procedure details: A suspension of piperidine (90 μl, 0.86 mmol, 1.1 eq) and potassium carbonate (0.43 g, 3 mmol, 4 eq) in acetonitrile (5 ml) is treated dropwise with a solution of ethyl 4-(bromomethyl)-2-[4-(3-chloropropoxy)phenyl]-1,3-oxazole-5-carboxylate i93 (0.30 g, 0.77 mmol, 1 eq) in acetonitrile (2 ml) and is stirred at room temperature overnight. Diethyl ether is then added and the solution is washed with water, dried over magnesium sulfate and concentrated under reduced pressure to give 210 mg of crude ... Reactants: C(C1=CC=CC=C1)(=O)C1=CC=CC=C1 (benzophenone), C(C)(=O)OC(C)=O (acetic anhydride), (C6H8O3)n. The solvent is O1CCCC1 (tetrahydrofuran). The product is CCC(CCCCC)=O (OCTAN-3-ONE). As a reaction SMILES: [C:1]([C:9]1C=CC=C[CH:10]=1)(=[O:8])[C:2]1C=[CH:6][CH:5]=[CH:4][CH:3]=1.C(OC(=O)C)(=O)C>O1CCCC1>[CH3:10][CH2:9][C:1](=[O:8])[CH2:2][CH2:3][CH2:4][CH2:5][CH3:6]. Procedure details: Anionic polymerization was also done. This was carried out in tetrahydrofuran at 0° C. by using benzophenone monothithium complex as an initiator. After a specified time, a sufficient amount of acetic anhydride was added to the solution and the resulting mixture was stirred at room temperature for several hours. The separation and purification of the polymer were similar to those described for the cationic polymerization. IR (film) 1738 (νC=O), 1125 (νC-O-C) cm-1 ; 1H NMR (CDCl3) δ6.12 (H-2eq), ...